This data is from the Open Reaction Database (ORD), a public repository of structured organic reaction records. The task is: describe an organic reaction: reactants, conditions, products, and yield Reactants: FC1=CC=C(C=C1)C(C(=O)OC)(CCC(C)(C)C)C (Methyl 2-(4-fluorophenyl)-2,5,5-trimethylhexanoate), C1(=CC=CC=C1)C(C(=O)OC)(CCC)CCC (Methyl 2-phenyl-2-propylpentanoate). The product is FC1=CC=C(C=C1)C(C(=O)O)(CCC(C)(C)C)C (2-(4-fluorophenyl)-2,5,5-trimethylhexanoic Acid). RXN SMILES: [F:1][C:2]1[CH:7]=[CH:6][C:5]([C:8]([CH3:19])([CH2:13][CH2:14][C:15]([CH3:18])([CH3:17])[CH3:16])[C:9]([O:11]C)=[O:10])=[CH:4][CH:3]=1.C1(C(CCC)(CCC)C(OC)=O)C=CC=CC=1>>[F:1][C:2]1[CH:3]=[CH:4][C:5]([C:8]([CH3:19])([CH2:13][CH2:14][C:15]([CH3:18])([CH3:17])[CH3:16])[C:9]([OH:11])=[O:10])=[CH:6][CH:7]=1. Procedure: The title compound was prepared according to the procedure of Example 1C, substituting the compound of Example 24A for the compound of Example 1B. 1H NMR (300 MHz, CDCl3): δ 0.86 (s, 9 H) 1.05 (m, 2 H) 1.52 (s, 3 H) 1.91 (m, 2 H) 7.03 (m, 2 H) 7.32 (m, 2 H). The reactants are C[C@@H]1N(CCC1)C(=O)C1=CC(=C2COCCN21)C(=O)O (6-((S)-2-methyl-pyrrolidine-1-carbonyl)-3,4-dihydro-1H-pyrrolo[2,1-c][1,4]oxazine-8-carboxylic acid), C1(=CC=CC=C1)[C@@H](CC)N ((R)-1-phenyl-propylamine), 7c, ON1N=NC2=C1C=CC=C2 (1-hydroxybenzotriazole), Cl.C(C)N=C=NCCCN(C)C (1-ethyl-3-(3-dimethylaminopropyl)carbodiimide hydrochloride). The solvent is CN(C=O)C (dimethylformamide), O (water). Run at temperature 50 celsius, time 90 minute. Product: C1(=CC=CC=C1)[C@@H](CC)NC(=O)C=1C=C(N2C1COCC2)C(=O)N2[C@H](CCC2)C (6-((S)-2-methyl-pyrrolidine-1-carbonyl)-3,4-dihydro-1H-pyrrolo[2,1-c][1,4]oxazine-8-carboxylic acid ((R)-1-phenyl-propyl)-amide). Isolated yield 67.0%. Reaction SMILES: [CH3:1][C@H:2]1[CH2:6][CH2:5][CH2:4][N:3]1[C:7]([C:9]1[N:17]2[C:12]([CH2:13][O:14][CH2:15][CH2:16]2)=[C:11]([C:18]([OH:20])=O)[CH:10]=1)=[O:8].ON1C2C=CC=CC=2N=N1.Cl.C(N=C=NCCCN(C)C)C.[C:43]1([C@H:49]([NH2:52])[CH2:50][CH3:51])[CH:48]=[CH:47][CH:46]=[CH:45][CH:44]=1>CN(C)C=O.O>[C:43]1([C@H:49]([NH:52][C:18]([C:11]2[CH:10]=[C:9]([C:7]([N:3]3[CH2:4][CH2:5][CH2:6][C@@H:2]3[CH3:1])=[O:8])[N:17]3[CH2:16][CH2:15][O:14][CH2:13][C:12]=23)=[O:20])[CH2:50][CH3:51])[CH:48]=[CH:47][CH:46]=[CH:45][CH:44]=1 |f:2.3|. Reported procedure: To a solution of 6-((S)-2-methyl-pyrrolidine-1-carbonyl)-3,4-dihydro-1H-pyrrolo[2,1-c][1,4]oxazine-8-carboxylic acid (Comp. No. 7c) (300 mg, 0.914 mmol) in dimethylformamide (4 ml) was added 1-hydroxybenzotriazole (136 mg, 1 mmol) and 1-ethyl-3-(3-dimethylaminopropyl)carbodiimide hydrochloride (193 mg, 1 mmol). The mixture was stirred for 90 min at 50° C., then (R)-1-phenyl-propylamine (85 mg, 1 mmol) was added and the mixture was stirred at 25° C. overnight. An excess of water was added, the so... Starting materials: CS(=O)c1nc(N)nc(-c2ccco2)c1Br, C1CCC2=NCCCN2CC1, C1COCCO1, OCCCc1ccccc1. Product: Nc1nc(OCCCc2ccccc2)c(Br)c(-c2ccco2)n1. RXN SMILES: [Br:1][c:2]1[c:3](-[c:12]2[o:13][cH:14][cH:15][cH:16]2)[n:4][c:5]([NH2:11])[n:6][c:7]1[S:8]([CH3:9])=[O:10].[CH2:27]1[CH2:28][CH2:29][C:30]2=[N:35][CH2:34][CH2:33][CH2:32][N:31]2[CH2:36][CH2:37]1.[O:38]1[CH2:39][CH2:40][O:41][CH2:42][CH2:43]1.[c:17]1([CH2:23][CH2:24][CH2:25][OH:26])[cH:18][cH:19][cH:20][cH:21][cH:22]1>>[Br:1][c:2]1[c:3](-[c:12]2[o:13][cH:14][cH:15][cH:16]2)[n:4][c:5]([NH2:11])[n:6][c:7]1[O:26][CH2:25][CH2:24][CH2:23][c:17]1[cH:18][cH:19][cH:20][cH:21][cH:22]1. Reactants: CCN=C=NCCCN(C)C.CI (1-(3-dimethylaminopropyl)-3-ethylcarbodiimide methiodide), C(C1=NC2=CC=CC=C2C=C1)(=O)N[C@@H](C(C)C)C(=O)O (N-Quinaldoyl-L-Valine), C(C)(C)N(NC(=O)OC(C)(C)C)C[C@H]([C@H](CC1=CC=CC=C1)N)O (t-Butyl 3-isopropyl-3-[(2R,3S)-3-amino-2-hydroxy-4-phenylbutyl]carbazate), ON1N=NC2=C1C=CC=C2 (1-hydroxybenzotriazole). Solvent: CN(C)C=O (DMF), C(C)(=O)OCC (ethyl acetate). Run at time 8 hour. The product is C(C)(C)N(NC(=O)OC(C)(C)C)C[C@H]([C@H](CC1=CC=CC=C1)NC([C@@H](NC(C1=NC2=CC=CC=C2C=C1)=O)C(C)C)=O)O (t-Butyl 3-isopropyl-3-[(2R,3S)-2-hydroxy-3-(N-quinaldoyl-L-valyl)amino-4-phenylbutyl]carbazate). Yield: 65.0%. Reaction SMILES: [C:1]([NH:13][C@H:14]([C:18]([OH:20])=O)[CH:15]([CH3:17])[CH3:16])(=[O:12])[C:2]1[CH:11]=[CH:10][C:9]2[C:4](=[CH:5][CH:6]=[CH:7][CH:8]=2)[N:3]=1.[CH:21]([N:24]([CH2:33][C@@H:34]([OH:44])[C@@H:35]([NH2:43])[CH2:36][C:37]1[CH:42]=[CH:41][CH:40]=[CH:39][CH:38]=1)[NH:25][C:26]([O:28][C:29]([CH3:32])([CH3:31])[CH3:30])=[O:27])([CH3:23])[CH3:22].ON1C2C=CC=CC=2N=N1.CCN=C=NCCCN(C)C.CI>CN(C=O)C.C(OCC)(=O)C>[CH:21]([N:24]([CH2:33][C@@H:34]([OH:44])[C@@H:35]([NH:43][C:18](=[O:20])[C@H:14]([CH:15]([CH3:16])[CH3:17])[NH:13][C:1](=[O:12])[C:2]1[CH:11]=[CH:10][C:9]2[C:4](=[CH:5][CH:6]=[CH:7][CH:8]=2)[N:3]=1)[CH2:36][C:37]1[CH:38]=[CH:39][CH:40]=[CH:41][CH:42]=1)[NH:25][C:26]([O:28][C:29]([CH3:32])([CH3:30])[CH3:31])=[O:27])([CH3:23])[CH3:22] |f:3.4|. Procedure details: To a mixture of 0.0643 g (0.24 mmol) of the acid from Step A, 0.0797 g (0.236 mmol) of the the amine from Step B, 0.032 g (0.24 mmol) of 1-hydroxybenzotriazole in 0.5 ml of anhydrous DMF was added 0.071 g (0.24 mmol) of 1-(3-dimethylaminopropyl)-3-ethylcarbodiimide methiodide. After stirring overnight at room temperature the mixture was diluted to 30 ml with ethyl acetate and Washed successively with water, 5% aqueous sodium bicarbonate, 2% aqueous potassium bisulfate solution, and saturated sod... Starting materials: C1(=CC=C(C=C1)S(=O)(=O)O)C (p-toluenesulfonic acid), C1(CCCCC1)C1CCC(CC1)=C1CCCCC1 (4-(4'-cyclohexylcyclohexylidene)cyclohexane), ketal, C(Cl)Cl.CO (methylene chloride methanol), starting material, C(=O)(O)[O-].[Na+] (NaHCO3). Solvent: CO (methanol), C(Cl)Cl (CH2Cl2). Reaction conditions: time 3 hour. The product is COC1(CCC(CC1)=C1CCC(CC1)C1CCCCC1)OC (4-(4'-Cyclohexylcyclohexylidene)cyclohexanone Dimethyl ketal). As a reaction SMILES: C1(C)C=CC(S(O)(=O)=O)=CC=1.[CH:12]1([CH:18]2[CH2:23][CH2:22][C:21](=[C:24]3[CH2:29][CH2:28][CH2:27][CH2:26][CH2:25]3)[CH2:20][CH2:19]2)[CH2:17][CH2:16][CH2:15][CH2:14][CH2:13]1.C(Cl)Cl.[CH3:33][OH:34].[C:35]([O-:38])(O)=O.[Na+]>C(Cl)Cl.CO>[CH3:33][O:34][C:27]1([O:38][CH3:35])[CH2:28][CH2:29][C:24](=[C:21]2[CH2:20][CH2:19][CH:18]([CH:12]3[CH2:17][CH2:16][CH2:15][CH2:14][CH2:13]3)[CH2:23][CH2:22]2)[CH2:25][CH2:26]1 |f:2.3,4.5|. Procedure: A catalytic mount of p-toluenesulfonic acid (26 mg) was added to a solution of 4-(4'-cyclohexylcyclohexylidene)cyclohexane (2", 2"-dimethyltrimethylene)ketal (5.56 g) in 1:1 methylene chloride-methanol (400 ml). TLC after three hours indicated the reaction to be about 50% complete. Additional methanol (200 ml) was added and the reaction checked by TLC after another two hours. About 10% of starting material remained. The reaction was worked up at this time by the addition of more CH2Cl2 followed ... Starting materials: [O-2].[Pr+3].[O-2].[O-2].[Pr+3] (praseodymium oxide), C1(CCCC1)=O (cyclopentanone), CC(C=O)CCC (2-methylpentanal). The reagents and catalysts are [Pd] (palladium), pulverulent catalyst. Reaction conditions: temperature 150 celsius. The product is CC(CC1C(CCC1)=O)CCC (2-(2-methylpentyl)-cyclopentanone). Isolated yield 89.0%. Reaction SMILES: [C:1]1(=[O:6])[CH2:5][CH2:4][CH2:3][CH2:2]1.[CH3:7][CH:8]([CH2:11][CH2:12][CH3:13])[CH:9]=O.[O-2].[Pr+3].[O-2].[O-2].[Pr+3]>[Pd]>[CH3:7][CH:8]([CH2:11][CH2:12][CH3:13])[CH2:9][CH:2]1[CH2:3][CH2:4][CH2:5][C:1]1=[O:6] |f:2.3.4.5.6|. Procedure details: A mixture of 126 g (1.5 moles) of cyclopentanone, 50 g (0.5 mole) of 2-methylpentanal and 10 g of a pulverulent catalyst containing 1% by weight of palladium, 94% by weight of alumina and 5% by weight of praseodymium oxide was initially taken in a 300 ml autoclave. The autoclave was flushed with nitrogen and hydrogen at 20° C., after which H2 was forced in to a pressure of 10 bar and the reaction mixture was then heated at 150° C. under a hydrogen pressure of 30 bar until the pressure remained c... The reactants are CC=COC1OC(COC(=O)CCCCCCCCCCCCCCC)C(O)C(OCc2ccccc2)C1NC(=O)CCCCCCCCCCCCCCC, O=C(Cl)CCl, ClCCl, Cl, O, c1ccncc1. The product is CC=COC1OC(COC(=O)CCCCCCCCCCCCCCC)C(OC(=O)CCl)C(OCc2ccccc2)C1NC(=O)CCCCCCCCCCCCCCC. Reaction SMILES: [CH2:1]([c:2]1[cH:3][cH:4][cH:5][cH:6][cH:7]1)[O:8][CH:9]1[CH:10]([NH:39][C:40]([CH2:41][CH2:42][CH2:43][CH2:44][CH2:45][CH2:46][CH2:47][CH2:48][CH2:49][CH2:50][CH2:51][CH2:52][CH2:53][CH2:54][CH3:55])=[O:56])[CH:11]([O:12][CH:13]=[CH:14][CH3:15])[O:16][CH:17]([CH2:20][O:21][C:22]([CH2:23][CH2:24][CH2:25][CH2:26][CH2:27][CH2:28][CH2:29][CH2:30][CH2:31][CH2:32][CH2:33][CH2:34][CH2:35][CH2:36][CH3:37])=[O:38])[CH:18]1[OH:19].[Cl:57][CH2:58][C:59](=[O:60])[Cl:61].[Cl:64][CH2:65][Cl:66].[ClH:62].[OH2:63].[cH:67]1[cH:68][cH:69][n:70][cH:71][cH:72]1>>[CH2:1]([c:2]1[cH:3][cH:4][cH:5][cH:6][cH:7]1)[O:8][CH:9]1[CH:10]([NH:39][C:40]([CH2:41][CH2:42][CH2:43][CH2:44][CH2:45][CH2:46][CH2:47][CH2:48][CH2:49][CH2:50][CH2:51][CH2:52][CH2:53][CH2:54][CH3:55])=[O:56])[CH:11]([O:12][CH:13]=[CH:14][CH3:15])[O:16][CH:17]([CH2:20][O:21][C:22]([CH2:23][CH2:24][CH2:25][CH2:26][CH2:27][CH2:28][CH2:29][CH2:30][CH2:31][CH2:32][CH2:33][CH2:34][CH2:35][CH2:36][CH3:37])=[O:38])[CH:18]1[O:19][C:59]([CH2:58][Cl:57])=[O:60]. Reactants: NC=1C2=C(N=CN1)N(C(=C2C=2C=NC1=CC=CC=C1C2)Br)CC[C@H](C=C)NC(OC(C)(C)C)=O ((R)-tert-butyl (5-(4-amino-6-bromo-5-(quinolin-3-yl)-7H-pyrrolo[2,3-d]pyrimidin-7-yl)pent-1-en-3-yl)carbamate), C12CCCC(CCC1)B2 (9-borabicyclo[3.3.1]nonane), [OH-].[Na+] (sodium hydroxide). The reagents and catalysts are C=1C=CC(=CC1)[P](C=2C=CC=CC2)(C=3C=CC=CC3)[Pd]([P](C=4C=CC=CC4)(C=5C=CC=CC5)C=6C=CC=CC6)([P](C=7C=CC=CC7)(C=8C=CC=CC8)C=9C=CC=CC9)[P](C=1C=CC=CC1)(C=1C=CC=CC1)C=1C=CC=CC1 (Tetrakis(triphenylphosphine)palladium). Run in C1CCOC1 (THF). Conditions: time 1 hour. The product is NC1=NC=NC2=C1C(=C1N2CC[C@H](CC1)NC(OC(C)(C)C)=O)C=1C=NC2=CC=CC=C2C1 ((S)-tert-butyl (4-amino-5-(quinolin-3-yl)-7,8,9,10-tetrahydro-6H-pyrimido[5′,4′:4,5]pyrrolo[1,2-a]azepin-8-yl)carbamate). Yield: 52.0%. Reaction SMILES: [NH2:1][C:2]1[C:3]2[C:10]([C:11]3[CH:12]=[N:13][C:14]4[C:19]([CH:20]=3)=[CH:18][CH:17]=[CH:16][CH:15]=4)=[C:9](Br)[N:8]([CH2:22][CH2:23][C@@H:24]([NH:27][C:28](=[O:34])[O:29][C:30]([CH3:33])([CH3:32])[CH3:31])[CH:25]=[CH2:26])[C:4]=2[N:5]=[CH:6][N:7]=1.C12BC(CCC1)CCC2.[OH-].[Na+]>C1COCC1.C1C=CC([P]([Pd]([P](C2C=CC=CC=2)(C2C=CC=CC=2)C2C=CC=CC=2)([P](C2C=CC=CC=2)(C2C=CC=CC=2)C2C=CC=CC=2)[P](C2C=CC=CC=2)(C2C=CC=CC=2)C2C=CC=CC=2)(C2C=CC=CC=2)C2C=CC=CC=2)=CC=1>[NH2:1][C:2]1[C:3]2[C:10]([C:11]3[CH:12]=[N:13][C:14]4[C:19]([CH:20]=3)=[CH:18][CH:17]=[CH:16][CH:15]=4)=[C:9]3[CH2:26][CH2:25][C@H:24]([NH:27][C:28](=[O:34])[O:29][C:30]([CH3:33])([CH3:32])[CH3:31])[CH2:23][CH2:22][N:8]3[C:4]=2[N:5]=[CH:6][N:7]=1 |f:2.3,^1:54,56,75,94|. Procedure details: (R)-tert-Butyl (5-(4-amino-6-bromo-5-(quinolin-3-yl)-7H-pyrrolo[2,3-d]pyrimidin-7-yl)pent-1-en-3-yl)carbamate (994 mg) obtained in Step 7 was added to a solution of 9-borabicyclo[3.3.1]nonane in 0.5 M THF (22.8 ml) at room temperature. The mixture was stirred at the same temperature for 1 hour, and a 4 N aqueous sodium hydroxide solution (5.7 ml) was carefully added thereto. After nitrogen purging, the mixture was heated to have an internal temperature of 55° C. Tetrakis(triphenylphosphine)palla...